This data is from the Open Reaction Database (ORD), a public repository of structured organic reaction records. The task is: describe an organic reaction: reactants, conditions, products, and yield Starting materials: Cl.N[C@@H](CCCCN)C(=O)O (L-lysine hydrochloride), [OH-].[Na+] (sodium hydroxide), C(CCCCCCCCCCCCCCCCC)OCC1CO1 (octadecylglycidyl ether), Cl (hydrochloric acid), C(CCCCCCCCCCCCCCCCC)OCC1CO1 (octadecylglycidyl ether), C(C)(C)O (i-propanol). The solvent is O (water). Yields the product Cl.OC(C)C(CCCCCCCCCCCCCCC)OCCCNCCCC[C@H](N)C(=O)O (Nε-(2-hydroxy-3-octadecyloxy)propyl-L-lysine hydrochloride). Isolated yield 23.6%. RXN SMILES: [ClH:1].[NH2:2][C@H:3]([C:9]([OH:11])=[O:10])[CH2:4][CH2:5][CH2:6][CH2:7][NH2:8].[OH-].[Na+].[CH2:14]([O:32][CH2:33][CH:34]1O[CH2:35]1)[CH2:15][CH2:16][CH2:17][CH2:18][CH2:19][CH2:20][CH2:21][CH2:22][CH2:23][CH2:24][CH2:25][CH2:26][CH2:27][CH2:28][CH2:29]CC.Cl.[CH:38]([OH:41])(C)[CH3:39]>O>[ClH:1].[OH:41][CH:38]([CH:14]([O:32][CH2:33][CH2:34][CH2:35][NH:8][CH2:7][CH2:6][CH2:5][CH2:4][C@@H:3]([C:9]([OH:11])=[O:10])[NH2:2])[CH2:15][CH2:16][CH2:17][CH2:18][CH2:19][CH2:20][CH2:21][CH2:22][CH2:23][CH2:24][CH2:25][CH2:26][CH2:27][CH2:28][CH3:29])[CH3:39] |f:0.1,2.3,8.9|. Procedure: L-lysine hydrochloride (18.3 g, 0.1 mols) and 2.0 g (0.2 mols) of sodium hydroxide were dissolved in 100 ml of water in a three-necked round flask, and 100 ml of i-propanol were added thereto. Then, 32.6 g (0.1 mols) of octadecylglycidyl ether were added dropwise thereto over a period of 30 minutes while being heat-refluxed and stirred. Further, the mixture was stirred under reflux for 3 hours. It was identified through TLC and gas chromatography that octadecylglycidyl ether disappeared. Thereaf... The reactants are C1CCOC1, CC(N)(C#N)Cn1cc2ncc(Br)cc2n1, O=C(Cl)c1ccc(Oc2ccccc2)cc1. Reaction SMILES: [CH2:33]1[O:34][CH2:35][CH2:36][CH2:37]1.[NH2:17][C:18]([C:19]#[N:20])([CH2:21][n:22]1[n:23][c:24]2[c:25]([n:26][cH:27][c:28]([Br:30])[cH:29]2)[cH:31]1)[CH3:32].[O:1]([c:2]1[cH:3][cH:4][cH:5][cH:6][cH:7]1)[c:8]1[cH:9][cH:10][c:11]([C:12](=[O:13])[Cl:14])[cH:15][cH:16]1>>[O:1]([c:2]1[cH:3][cH:4][cH:5][cH:6][cH:7]1)[c:8]1[cH:9][cH:10][c:11]([C:12](=[O:13])[NH:17][C:18]([C:19]#[N:20])([CH2:21][n:22]2[n:23][c:24]3[c:25]([n:26][cH:27][c:28]([Br:30])[cH:29]3)[cH:31]2)[CH3:32])[cH:15][cH:16]1. The product is CC(C#N)(Cn1cc2ncc(Br)cc2n1)NC(=O)c1ccc(Oc2ccccc2)cc1. The reactants are CC(C)(C)P(C(C)(C)C)C(C)(C)C, CC(C)(C)P(C(C)(C)C)C(C)(C)C, CCOC(C)=O, CNS(=O)(=O)c1ccc(Cl)c(C(=O)N2CCN(c3ccc(C(F)(F)F)cc3)CC2)c1, [F-], [K+], C1COCCO1, OB(O)c1ccccc1, [Pd]. Yields the product CNS(=O)(=O)c1ccc(-c2ccccc2)c(C(=O)N2CCN(c3ccc(C(F)(F)F)cc3)CC2)c1. RXN SMILES: [C:55]([P:56]([C:57]([CH3:58])([CH3:59])[CH3:60])[C:61]([CH3:62])([CH3:63])[CH3:64])([CH3:65])([CH3:66])[CH3:67].[C:68]([P:69]([C:70]([CH3:71])([CH3:72])[CH3:73])[C:74]([CH3:75])([CH3:76])[CH3:77])([CH3:78])([CH3:79])[CH3:80].[CH3:48][CH2:49][O:50][C:51](=[O:52])[CH3:53].[Cl:1][c:2]1[c:3]([C:13](=[O:14])[N:15]2[CH2:16][CH2:17][N:18]([c:21]3[cH:22][cH:23][c:24]([C:27]([F:28])([F:29])[F:30])[cH:25][cH:26]3)[CH2:19][CH2:20]2)[cH:4][c:5]([S:8](=[O:9])(=[O:10])[NH:11][CH3:12])[cH:6][cH:7]1.[F-:40].[K+:41].[O:42]1[CH2:43][CH2:44][O:45][CH2:46][CH2:47]1.[OH:31][B:32]([OH:33])[c:34]1[cH:35][cH:36][cH:37][cH:38][cH:39]1.[Pd:54]>>[c:2]1(-[c:34]2[cH:35][cH:36][cH:37][cH:38][cH:39]2)[c:3]([C:13](=[O:14])[N:15]2[CH2:16][CH2:17][N:18]([c:21]3[cH:22][cH:23][c:24]([C:27]([F:28])([F:29])[F:30])[cH:25][cH:26]3)[CH2:19][CH2:20]2)[cH:4][c:5]([S:8](=[O:9])(=[O:10])[NH:11][CH3:12])[cH:6][cH:7]1. The reactants are O=C([O-])[O-], CC(=O)Nc1ccc(CCCC(=O)O)cc1Br, Cl, [K+], [K+]. Reaction SMILES: [C:18](=[O:19])([O-:20])[O-:21].[C:1](=[O:2])([CH3:3])[NH:4][c:5]1[c:6]([Br:17])[cH:7][c:8]([CH2:11][CH2:12][CH2:13][C:14](=[O:15])[OH:16])[cH:9][cH:10]1.[ClH:24].[K+:22].[K+:23]>>[NH2:4][c:5]1[c:6]([Br:17])[cH:7][c:8]([CH2:11][CH2:12][CH2:13][C:14](=[O:15])[OH:16])[cH:9][cH:10]1. The product is Nc1ccc(CCCC(=O)O)cc1Br. Reactants: [Al+3], CC(=O)c1ccc2[nH]c(-c3cc(C)cc(C)c3)c(CCNCCCCc3ccncc3)c2c1, [H-], [H-], [H-], [H-], [Li+], C1CCOC1. Product: Cc1cc(C)cc(-c2[nH]c3ccc(C(C)O)cc3c2CCNCCCCc2ccncc2)c1. As a reaction SMILES: [Al+3:35].[CH3:1][c:2]1[cH:3][c:4](-[c:9]2[nH:10][c:11]3[cH:12][cH:13][c:14]([C:31]([CH3:32])=[O:33])[cH:15][c:16]3[c:17]2[CH2:18][CH2:19][NH:20][CH2:21][CH2:22][CH2:23][CH2:24][c:25]2[cH:26][cH:27][n:28][cH:29][cH:30]2)[cH:5][c:6]([CH3:8])[cH:7]1.[H-:34].[H-:37].[H-:38].[H-:39].[Li+:36].[O:40]1[CH2:41][CH2:42][CH2:43][CH2:44]1>>[CH3:1][c:2]1[cH:3][c:4](-[c:9]2[nH:10][c:11]3[cH:12][cH:13][c:14]([CH:31]([CH3:32])[OH:33])[cH:15][c:16]3[c:17]2[CH2:18][CH2:19][NH:20][CH2:21][CH2:22][CH2:23][CH2:24][c:25]2[cH:26][cH:27][n:28][cH:29][cH:30]2)[cH:5][c:6]([CH3:8])[cH:7]1.